This data is from the Open Reaction Database (ORD), a public repository of structured organic reaction records. The task is: describe an organic reaction: reactants, conditions, products, and yield Starting materials: Cc1nc(Cl)c2cc(Br)ccc2n1, CCOc1ccc(NC)cc1F. The product is CCOc1ccc(N(C)c2nc(C)nc3ccc(Br)cc23)cc1F. RXN SMILES: [Br:1][c:2]1[cH:3][c:4]2[c:5]([Cl:13])[n:6][c:7]([CH3:12])[n:8][c:9]2[cH:10][cH:11]1.[CH2:14]([CH3:15])[O:16][c:17]1[c:18]([F:25])[cH:19][c:20]([NH:23][CH3:24])[cH:21][cH:22]1>>[Br:1][c:2]1[cH:3][c:4]2[c:5]([N:23]([c:20]3[cH:19][c:18]([F:25])[c:17]([O:16][CH2:14][CH3:15])[cH:22][cH:21]3)[CH3:24])[n:6][c:7]([CH3:12])[n:8][c:9]2[cH:10][cH:11]1. RXN SMILES: [C:49]([O:50][BH-:51]([O:52][C:53](=[O:54])[CH3:55])[O:56][C:57](=[O:58])[CH3:59])(=[O:60])[CH3:61].[CH2:39]1[CH2:40][O:41][CH2:42][CH2:43][NH:44]1.[CH3:1][c:2]1[c:3]([CH2:10][NH:11][C:12](=[O:13])[c:14]2[cH:15][c:16](-[c:30]3[c:31]([CH3:38])[cH:32][c:33]([CH:36]=[O:37])[cH:34][cH:35]3)[cH:17][c:18]([N:21]([CH:22]3[CH2:23][CH2:24][O:25][CH2:26][CH2:27]3)[CH2:28][CH3:29])[c:19]2[CH3:20])[c:4](=[O:9])[nH:5][c:6]([CH3:8])[cH:7]1.[CH3:45][C:46](=[O:47])[OH:48].[Cl:63][CH:64]([Cl:65])[CH3:66].[Cl:67][CH2:68][Cl:69].[Na+:62]>>[CH3:1][c:2]1[c:3]([CH2:10][NH:11][C:12](=[O:13])[c:14]2[cH:15][c:16](-[c:30]3[c:31]([CH3:38])[cH:32][c:33]([CH2:36][N:44]4[CH2:39][CH2:40][O:41][CH2:42][CH2:43]4)[cH:34][cH:35]3)[cH:17][c:18]([N:21]([CH:22]3[CH2:23][CH2:24][O:25][CH2:26][CH2:27]3)[CH2:28][CH3:29])[c:19]2[CH3:20])[c:4](=[O:9])[nH:5][c:6]([CH3:8])[cH:7]1. Product: CCN(c1cc(-c2ccc(CN3CCOCC3)cc2C)cc(C(=O)NCc2c(C)cc(C)[nH]c2=O)c1C)C1CCOCC1. Starting materials: CC(=O)O[BH-](OC(C)=O)OC(C)=O, C1COCCN1, CCN(c1cc(-c2ccc(C=O)cc2C)cc(C(=O)NCc2c(C)cc(C)[nH]c2=O)c1C)C1CCOCC1, CC(=O)O, CC(Cl)Cl, ClCCl, [Na+].